From a dataset of the Open Reaction Database (ORD), a public repository of structured organic reaction records. describe an organic reaction: reactants, conditions, products, and yield Reactants: NC1C(N(C2=C(C(=N1)C1=CC=CC=C1)C=CC=C2)CC(=O)OCC)=O (3(R,S)-amino-1,3-dihydro-1-ethoxycarbonylmethyl-5-phenyl-2H-1,4-benzodiazepin-2-one), ClC1=CC=C(C=C1)CC(=O)Cl (4-chlorophenylacetyl chloride). The product is C(C)OC(CN1C(C(N=C(C2=C1C=CC=C2)C2=CC=CC=C2)NC(CC2=CC=C(C=C2)Cl)=O)=O)=O (3-(((4-Chlorophenyl)acetyl)amino)-2,3-dihydro-2-oxo-5-phenyl-1H-1, 4-benzodiazepine-1-acetic acid ethyl ester). As a reaction SMILES: [NH2:1][CH:2]1[N:8]=[C:7]([C:9]2[CH:14]=[CH:13][CH:12]=[CH:11][CH:10]=2)[C:6]2[CH:15]=[CH:16][CH:17]=[CH:18][C:5]=2[N:4]([CH2:19][C:20]([O:22][CH2:23][CH3:24])=[O:21])[C:3]1=[O:25].[Cl:26][C:27]1[CH:32]=[CH:31][C:30]([CH2:33][C:34](Cl)=[O:35])=[CH:29][CH:28]=1>>[CH2:23]([O:22][C:20](=[O:21])[CH2:19][N:4]1[C:5]2[CH:18]=[CH:17][CH:16]=[CH:15][C:6]=2[C:7]([C:9]2[CH:14]=[CH:13][CH:12]=[CH:11][CH:10]=2)=[N:8][CH:2]([NH:1][C:34](=[O:35])[CH2:33][C:30]2[CH:31]=[CH:32][C:27]([Cl:26])=[CH:28][CH:29]=2)[C:3]1=[O:25])[CH3:24]. Procedure: The procedure of Example 134 was carried out using equivalent amounts of 3(R,S)-amino-1,3-dihydro-1-ethoxycarbonylmethyl-5-phenyl-2H-1,4-benzodiazepin-2-one and 4-chlorophenylacetyl chloride. The product was purified by chromatography on silica gel (hexane-ethyl acetate elution). The combined product fractions were evaporated to dryness in vacuo and crystallized to give the title compound which was dried at 65° C: m.p. 205°-207° C.